This data is from the Open Reaction Database (ORD), a public repository of structured organic reaction records. The task is: describe an organic reaction: reactants, conditions, products, and yield Starting materials: BrC1=CC=C2C(=C1)N(CC21CCOCC1)C(C)=O (1-(6-Bromo-2′,3′,5′,6′-tetrahydrospiro[indoline-3,4′-pyran]-1-yl)ethanone), C([O-])([O-])=O.[Cs+].[Cs+] (cesium carbonate), C(C)(C)(C)O (tert-butanol), N1CCOCC1 (morpholine), C1(CCCCC1)P(C1=CC=C(C=C1)C1=C(C=C(C=C1C(C)C)C(C)C)C(C)C)C1CCCCC1 (dicyclohexyl-(2′,4′,6′-triisopropylbiphenyl-4-yl)phosphine). Reagents/catalysts: C=1C=CC(=CC1)/C=C/C(=O)/C=C/C2=CC=CC=C2.C=1C=CC(=CC1)/C=C/C(=O)/C=C/C2=CC=CC=C2.C=1C=CC(=CC1)/C=C/C(=O)/C=C/C2=CC=CC=C2.[Pd].[Pd] (Pd2dba3). Conditions: temperature 110 celsius. The product is O1CCN(CC1)C1=CC=C2C(=C1)N(CC21CCOCC1)C(C)=O (1-(6-morpholino-2′,3′,5′,6′-tetrahydrospiro-[indoline-3,4′-pyran]-1-yl)ethanone). As a reaction SMILES: Br[C:2]1[CH:7]=[C:6]2[N:8]([C:16](=[O:18])[CH3:17])[CH2:9][C:10]3([CH2:15][CH2:14][O:13][CH2:12][CH2:11]3)[C:5]2=[CH:4][CH:3]=1.[NH:19]1[CH2:24][CH2:23][O:22][CH2:21][CH2:20]1.C1(P(C2CCCCC2)C2C=CC(C3C(C(C)C)=CC(C(C)C)=CC=3C(C)C)=CC=2)CCCCC1.C(=O)([O-])[O-].[Cs+].[Cs+].C(O)(C)(C)C>C1C=CC(/C=C/C(/C=C/C2C=CC=CC=2)=O)=CC=1.C1C=CC(/C=C/C(/C=C/C2C=CC=CC=2)=O)=CC=1.C1C=CC(/C=C/C(/C=C/C2C=CC=CC=2)=O)=CC=1.[Pd].[Pd]>[O:22]1[CH2:23][CH2:24][N:19]([C:2]2[CH:7]=[C:6]3[N:8]([C:16](=[O:18])[CH3:17])[CH2:9][C:10]4([CH2:15][CH2:14][O:13][CH2:12][CH2:11]4)[C:5]3=[CH:4][CH:3]=2)[CH2:20][CH2:21]1 |f:3.4.5,7.8.9.10.11|. Procedure details: 1-(6-Bromo-2′,3′,5′,6′-tetrahydrospiro[indoline-3,4′-pyran]-1-yl)ethanone (2.56 g, 8.25 mmol) was combined with morpholine (1.08 mL, 12.4 mmol), dicyclohexyl-(2′,4′,6′-triisopropylbiphenyl-4-yl)phosphine (0.118 g, 0.248 mmol), Pd2dba3 (0.256 g, 0.248 mmol), and cesium carbonate (4.03 g, 12.4 mmol) in tert-butanol (30.0 mL, 314 mmol). The reaction was purged with N2, and heated at 110° C. for 4 h. After this time the reaction was diluted with EtOAc and filtered through a Celite pad. The filtrate ... Reactants: C=C1CCOCC1, ON=CC#Cc1cccc(Cl)c1, CC(C)(C)OC(=O)N1CCC2(CC1)CC(C#Cc1ccccc1)=NO2. Product: Clc1cccc(C#CC2=NOC3(CCOCC3)C2)c1. RXN SMILES: [CH2:38]=[C:39]1[CH2:40][CH2:41][O:42][CH2:43][CH2:44]1.[Cl:26][c:27]1[cH:28][c:29]([C:33]#[C:34][CH:35]=[N:36][OH:37])[cH:30][cH:31][cH:32]1.[c:1]1([C:2]#[C:3][C:4]2=[N:20][O:19][C:6]3([CH2:5]2)[CH2:7][CH2:8][N:9]([C:10]([O:11][C:12]([CH3:13])([CH3:14])[CH3:15])=[O:16])[CH2:17][CH2:18]3)[cH:21][cH:22][cH:23][cH:24][cH:25]1>>[Cl:26][c:27]1[cH:28][c:29]([C:33]#[C:34][C:35]2=[N:36][O:37][C:39]3([CH2:38]2)[CH2:40][CH2:41][O:42][CH2:43][CH2:44]3)[cH:30][cH:31][cH:32]1. The reactants are Cc1nn(-c2ccccn2)c2nc3ccccc3c(C#N)c12, CC(=O)O, [Na+], [OH-], O, O=S(=O)(O)O. Product: Cc1nn(-c2ccccn2)c2nc3ccccc3c(C(N)=O)c12. As a reaction SMILES: [CH3:1][c:2]1[n:3][n:4](-[c:17]2[n:18][cH:19][cH:20][cH:21][cH:22]2)[c:5]2[n:6][c:7]3[cH:8][cH:9][cH:10][cH:11][c:12]3[c:13]([C:15]#[N:16])[c:14]12.[CH3:31][C:32](=[O:33])[OH:34].[Na+:30].[OH-:29].[OH2:28].[S:23]([OH:24])(=[O:25])(=[O:26])[OH:27]>>[CH3:1][c:2]1[n:3][n:4](-[c:17]2[n:18][cH:19][cH:20][cH:21][cH:22]2)[c:5]2[n:6][c:7]3[cH:8][cH:9][cH:10][cH:11][c:12]3[c:13]([C:15]([NH2:16])=[O:24])[c:14]12. Starting materials: O=C[C@H](O)[C@@H](O)[C@H](O)CO (D-xylose), OS(=O)(=O)O (H2SO4), CC(=O)C (acetone). The reagents and catalysts are [O-]S(=O)(=O)[O-].[Cu+2] (CuSO4). Solvent: Cl (HCl). Run at time 24 hour. Product: CC1(O[C@@H]2[C@H]([C@H](O[C@@H]2O1)CO)O)C (1,2-O-isopropylidene-α-D-xylofuranose). As a reaction SMILES: [O:1]=[CH:2][C@@H:3]([C@H:5]([C@@H:7]([CH2:9][OH:10])[OH:8])[OH:6])[OH:4].OS(O)(=O)=O.[CH3:16][C:17]([CH3:19])=O>Cl.[O-]S([O-])(=O)=O.[Cu+2]>[CH3:16][C:17]1([CH3:19])[O:1][C@@H:2]2[C@@H:3]([C@@H:5]([OH:6])[C@@H:7]([CH2:9][OH:10])[O:8]2)[O:4]1 |f:4.5|. Procedure details: According to the reported procedures, (Suhara et al., J. Org. Chem. 2001, 66, 8760-8771) a suspension of D-xylose (50 g), anhydrous CuSO4 (70 g) and conc. H2SO4 (5 mL) in acetone (1 L) was stirred at room temperature for 24 h, followed by partial hydrolysis in aqueous HCl solution (110 mL, 0.1 M) at 40° C. for 2 h, to give 1,2-O-isopropylidene-α-D-xylofuranose (4, 61 g) as colorless syrup. Compound 4 (10 g, 52.6 mmol) was treated with pivaloyl chloride (6.6 g, 54.8 mmol) in pyridine (50 mL) at 0... The reactants are ClC=1C(C(=C(C(C1Cl)=O)C#N)C#N)=O (2,3-dichloro-5,6-dicyano-1,4-benzoquinone), N1(C=CC=2CCC3=C(C12)C=CC=C3)CCNC(C)=O (N-[2-(4,5-Dihydro-1H-benzo[g]indol-1-yl)ethyl]acetamide), ClC=1C(C(=C(C(C1Cl)=O)C#N)C#N)=O (DDQ). Run in C1(=CC=CC=C1)C (toluene). Reaction conditions: temperature 80 celsius, time 2 hour. The product is N1(C=CC2=CC=C3C(=C12)C=CC=C3)CCNC(C)=O (N-[2-(1H-benzo[g]indol-1-yl)ethyl]acet-amide). Isolated yield 30.2%. Reaction SMILES: [N:1]1([CH2:14][CH2:15][NH:16][C:17](=[O:19])[CH3:18])[C:9]2[C:8]3[CH:10]=[CH:11][CH:12]=[CH:13][C:7]=3[CH2:6][CH2:5][C:4]=2[CH:3]=[CH:2]1.ClC1C(=O)C(C#N)=C(C#N)C(=O)C=1Cl>C1(C)C=CC=CC=1>[N:1]1([CH2:14][CH2:15][NH:16][C:17](=[O:19])[CH3:18])[C:9]2[C:4](=[CH:5][CH:6]=[C:7]3[CH:13]=[CH:12][CH:11]=[CH:10][C:8]3=2)[CH:3]=[CH:2]1. Procedure details: N-[2-(4,5-Dihydro-1H-benzo[g]indol-1-yl)ethyl]acetamide (4.0 g) was dissolved in 50 ml of toluene under argon and treated with 3.8 g of 2,3-dichloro-5,6-dicyano-1,4-benzoquinone (DDQ). The reaction mixture was stirred at 80° C. for 2 hours, a further 0.4 g of DDQ was then added and the mixture was stirred at 80° C. for a further 2 hours. The separated precipitate was filtered off at room temperature and the filtrate was freed from solvent. The crude product, 1.5 g of dark brown solid, was chroma... Starting materials: 20.2, N1=CN=C(C(=C1)N)N (4,5-pyrimidinediamine), N1=CC=CC=C1 (pyridine), CN(C=O)C (N,N-dimethylformamide), 24.2, FC1=CC=C(C(=O)Cl)C=C1 (4-fluorobenzoyl chloride), CN(C=O)C (N,N-dimethylformamide). The solvent is O (water). Reaction conditions: time 30 minute. Product: 30, NC1=NC=NC=C1NC(C1=CC=C(C=C1)F)=O (N-(4-amino-5-pyrimidinyl)-4-fluorobenzamide). Isolated yield 70.0%. Reaction SMILES: [N:1]1[CH:6]=[C:5]([NH2:7])[C:4]([NH2:8])=[N:3][CH:2]=1.N1C=CC=CC=1.CN(C)C=O.[F:20][C:21]1[CH:29]=[CH:28][C:24]([C:25](Cl)=[O:26])=[CH:23][CH:22]=1>O>[NH2:8][C:4]1[C:5]([NH:7][C:25](=[O:26])[C:24]2[CH:28]=[CH:29][C:21]([F:20])=[CH:22][CH:23]=2)=[CH:6][N:1]=[CH:2][N:3]=1. Procedure details: To a stirred mixture of 20.2 parts of 4,5-pyrimidinediamine, 40 parts of pyridine and 144 parts of N,N-dimethylformamide was added dropwise a solution of 24.2 parts of 4-fluorobenzoyl chloride in 36 parts of N,N-dimethylformamide at 10° C. Upon completion, stirring was continued for 30 minutes at room temperature. 600 Parts of water were added. The product was filtered off and dried, yielding 30 parts (70%) of N-(4-amino-5-pyrimidinyl)-4-fluorobenzamide (interm. 11). The reactants are S(=O)(=O)(Cl)Cl (sulfonyl chloride), C1(=CC=C(C=C1)S(=O)(=O)Cl)C (4-toluenesulfonyl chloride), C([O-])(O)=O.[Na+] (sodium bicarbonate), NC1=CC=C(C(=O)O)C=C1 (4-aminobenzoic acid). Run in C(C)(C)OC(C)C (i-propyl ether), O (water). Yields the product C(=O)(O)C1=CC=C(C=C1)NS(=O)(=O)C1=CC=C(C=C1)C (N-(4-carboxyphenyl)-4-toluenesulfonamide). Isolated yield 82.4%. As a reaction SMILES: [C:1]1([CH3:11])[CH:6]=[CH:5][C:4]([S:7](Cl)(=[O:9])=[O:8])=[CH:3][CH:2]=1.C(=O)(O)[O-].[Na+].[NH2:17][C:18]1[CH:26]=[CH:25][C:21]([C:22]([OH:24])=[O:23])=[CH:20][CH:19]=1.S(Cl)(Cl)(=O)=O>C(OC(C)C)(C)C.O>[C:22]([C:21]1[CH:25]=[CH:26][C:18]([NH:17][S:7]([C:4]2[CH:5]=[CH:6][C:1]([CH3:11])=[CH:2][CH:3]=2)(=[O:9])=[O:8])=[CH:19][CH:20]=1)([OH:24])=[O:23] |f:1.2|. Procedure details: A mixture of 190.5 g (1 mole) of 4-toluenesulfonyl chloride in 300 ml of i-propyl ether is added dropwise at 20-30° C. to one of 252 g (3 mole) of sodium bicarbonate and 139.1 g (1 mole) of 4-aminobenzoic acid in 2.5 l of water. The mixture is stirred vigorously for 2-4 hours, until the sulfonyl chloride has been consumed. The aqueous solution is separated off and then adjusted to pH 1 with concentrated hydrochloric acid, and the precipitate is taken up in propyl acetate. The extract is washed 2... Starting materials: substituted benzyl amines, C(=O)([O-])[O-].[Na+].[Na+] (Na2CO3), O[C@@H]1C[C@@H](NC1)C(=O)O (cis-4-Hydroxy-D-proline), FC(C=1C=C(CBr)C=CC1)(F)F (3-(Trifluoromethyl)benzyl bromide). The product is OC1CC(N(C1)CC1=CC(=CC=C1)C(F)(F)F)C(=O)OCC1=CC(=CC=C1)C(F)(F)F (3-(trifluoromethyl)benzyl 4-hydroxy-1-(3-(trifluoromethyl)benzyl)pyrrolidine-2-carboxylate). Reaction SMILES: [OH:1][C@H:2]1[CH2:6][NH:5][C@@H:4]([C:7]([OH:9])=[O:8])[CH2:3]1.[F:10][C:11]([F:21])([F:20])[C:12]1[CH:13]=[C:14]([CH:17]=[CH:18][CH:19]=1)[CH2:15]Br.C([O-])([O-])=O.[Na+].[Na+]>>[OH:1][CH:2]1[CH2:6][N:5]([CH2:15][C:14]2[CH:17]=[CH:18][CH:19]=[C:12]([C:11]([F:21])([F:20])[F:10])[CH:13]=2)[CH:4]([C:7]([O:9][CH2:15][C:14]2[CH:17]=[CH:18][CH:19]=[C:12]([C:11]([F:10])([F:20])[F:21])[CH:13]=2)=[O:8])[CH2:3]1 |f:2.3.4|. Procedure: The title compound (D81) (1.02 g) was prepared according to the general procedure for substituted benzyl amines preparation starting from cis-4-Hydroxy-D-proline (4.0 g; available from Aldrich#H5877) and 3-(Trifluoromethyl)benzyl bromide (9.37 ml). (Na2CO3: 2.5 eq; Reaction time: 24 hrs; 60° C.).